describe an organic reaction: reactants, conditions, products, and yield From a dataset of the Open Reaction Database (ORD), a public repository of structured organic reaction records. Starting materials: C(C(=C)C)(=O)O (methacrylic acid), COC1=CC=C(O)C=C1 (hydroquinone monomethyl ether), C1CO1 (ethylene oxide). Reagents/catalysts: [Cr] (chromium). Conditions: temperature 80 celsius. Product: OCCOC(C(=C)C)=O (2-hydroxyethylmethacrylate). Reaction SMILES: [C:1]([OH:6])(=[O:5])[C:2]([CH3:4])=[CH2:3].C[O:8][C:9]1C=CC(O)=C[CH:10]=1.C1OC1>[Cr]>[OH:8][CH2:9][CH2:10][O:5][C:1](=[O:6])[C:2]([CH3:4])=[CH2:3]. Procedure details: Following the procedure according to U.S. Pat. No. 3,875,211, 60 parts by weight of methacrylic acid, 0.16 parts by weight of hydroquinone monomethyl ether (MEHQ), and 0.24 parts by weight of chromium silicylate were placed in an autoclave under nitrogen atmosphere. 36 Parts by weight of ethylene oxide were added in the gas phase. The contents of the autoclave were heated to 80° C. for three hours. Ethylene oxide was removed under vacuum and the reaction mixture cooled to ambient temperature. Th...